From a dataset of the Open Reaction Database (ORD), a public repository of structured organic reaction records. describe an organic reaction: reactants, conditions, products, and yield The reactants are N1N=NC2=C1C=CC=C2 (benzotriazole), olefin, [Cl-].[Al+3].[Cl-].[Cl-] (aluminum chloride), CC(=C)CC(C)(C)C (diisobutylene). Conditions: temperature 130 celsius, time 11 hour. Product: C(C)(C)(CC(C)(C)C)N1N=NC2=C1C=CC=C2 (N-tert-octylbenzotriazole). Reaction SMILES: [NH:1]1[C:5]2[CH:6]=[CH:7][CH:8]=[CH:9][C:4]=2[N:3]=[N:2]1.[Cl-].[Al+3].[Cl-].[Cl-].[CH3:14][C:15]([CH2:17][C:18]([CH3:21])([CH3:20])[CH3:19])=[CH2:16]>>[C:15]([N:1]1[C:5]2[CH:6]=[CH:7][CH:8]=[CH:9][C:4]=2[N:3]=[N:2]1)([CH2:17][C:18]([CH3:21])([CH3:20])[CH3:19])([CH3:16])[CH3:14] |f:1.2.3.4|. Reported procedure: To benzotriazole (100 g.) melted, heated to 130° C. and stirred there was added aluminum chloride (0.1 g.) and the addition of diisobutylene drop by drop was begun. As the reaction mixture was cooled to 100° C. by refluxing olefin, addition was discontinued until consumption by alkylation allowed the temperature to rise to 120° C. where addition was resumed. This procedure was continued for 11 hrs. during which a total of 90 g. of diisobutylene was added. The reaction mixture was cooled, treated... Procedure details: A solution of 3-butyryl-4-chloro-8-methoxyquinoline (0.80 g, 3 mmol) and 3-amino-4-methylbenzyl alcohol (0.48 g, 3.5 mmol) in dioxan (I0 ml) was heated at reflux for 1.5 hours, then the solvent evaporated. Aqueous sodium bicarbonate was added, the product extracted into dichloromethane, dried and evaporated. Recrystallisation from methanol gave 3-butyryl-4-(5-hydroxymethyl-2-methylphenylamino)-8-methoxyquinoline (0.65 g, 59%) 180°-181°. Reaction SMILES: [C:1]([C:6]1[CH:7]=[N:8][C:9]2[C:14]([C:15]=1Cl)=[CH:13][CH:12]=[CH:11][C:10]=2[O:17][CH3:18])(=[O:5])[CH2:2][CH2:3][CH3:4].[NH2:19][C:20]1[CH:21]=[C:22]([CH:25]=[CH:26][C:27]=1[CH3:28])[CH2:23][OH:24]>O1CCOCC1>[C:1]([C:6]1[CH:7]=[N:8][C:9]2[C:14]([C:15]=1[NH:19][C:20]1[CH:21]=[C:22]([CH2:23][OH:24])[CH:25]=[CH:26][C:27]=1[CH3:28])=[CH:13][CH:12]=[CH:11][C:10]=2[O:17][CH3:18])(=[O:5])[CH2:2][CH2:3][CH3:4]. Yields the product C(CCC)(=O)C=1C=NC2=C(C=CC=C2C1NC1=C(C=CC(=C1)CO)C)OC (3-butyryl-4-(5-hydroxymethyl-2-methylphenylamino)-8-methoxyquinoline). Isolated yield 59.5%. Starting materials: C(CCC)(=O)C=1C=NC2=C(C=CC=C2C1Cl)OC (3-butyryl-4-chloro-8-methoxyquinoline), NC=1C=C(CO)C=CC1C (3-amino-4-methylbenzyl alcohol). The solvent is O1CCOCC1 (dioxan). Reactants: FC1=CC2=C(C(=NO2)C2=CC=C(C=C2)OC[C@@H]2OC2)C=C1 ((R)-6-fluoro-3-(4-oxiranylmethoxy-phenyl)-benzo[d]isoxazole), N1=C(C=CC=C1)N1CCNCC1 (1-pyridin-2-yl-piperazine). Solvent: CN(C=O)C (dimethylformamide), C(C)O (ethanol). Yields the product FC1=CC2=C(C(=NO2)C2=CC=C(OC[C@@H](CN3CCN(CC3)C3=NC=CC=C3)O)C=C2)C=C1 ((R)-1-[4-(6-fluoro-benzo[d]isoxazol-3-yl)-phenoxy]-3-(4-pyridin-2-yl-piperazin-1-yl)-propan-2-ol). Reaction SMILES: [F:1][C:2]1[CH:21]=[CH:20][C:5]2[C:6]([C:9]3[CH:14]=[CH:13][C:12]([O:15][CH2:16][C@H:17]4[CH2:19][O:18]4)=[CH:11][CH:10]=3)=[N:7][O:8][C:4]=2[CH:3]=1.[N:22]1[CH:27]=[CH:26][CH:25]=[CH:24][C:23]=1[N:28]1[CH2:33][CH2:32][NH:31][CH2:30][CH2:29]1>CN(C)C=O.C(O)C>[F:1][C:2]1[CH:21]=[CH:20][C:5]2[C:6]([C:9]3[CH:10]=[CH:11][C:12]([O:15][CH2:16][C@H:17]([OH:18])[CH2:19][N:31]4[CH2:32][CH2:33][N:28]([C:23]5[CH:24]=[CH:25][CH:26]=[CH:27][N:22]=5)[CH2:29][CH2:30]4)=[CH:13][CH:14]=3)=[N:7][O:8][C:4]=2[CH:3]=1. Procedure: The title compound is prepared from a mixture of (R)-6-fluoro-3-(4-oxiranylmethoxy-phenyl)-benzo[d]isoxazole in dimethylformamide and 1-pyridin-2-yl-piperazine in ethanol essentially as described above in Example 21. Purity by LC/MS=100%, [M+H]+=449. Reactants: COC(=O)C=Cc1ccc2c(c1)CCCN2C(=O)OC(C)(C)C, CC(NCc1ccccc1)c1ccccc1, [Li]CCCC, C1CCOC1. Product: COC(=O)CC(c1ccc2c(c1)CCCN2C(=O)OC(C)(C)C)N(Cc1ccccc1)C(C)c1ccccc1. As a reaction SMILES: [C:22](=[O:23])([O:24][C:25]([CH3:26])([CH3:27])[CH3:28])[N:29]1[CH2:30][CH2:31][CH2:32][c:33]2[cH:34][c:35]([CH:39]=[CH:40][C:41](=[O:42])[O:43][CH3:44])[cH:36][cH:37][c:38]21.[CH2:1]([c:2]1[cH:3][cH:4][cH:5][cH:6][cH:7]1)[NH:8][CH:9]([c:10]1[cH:11][cH:12][cH:13][cH:14][cH:15]1)[CH3:16].[Li:17][CH2:18][CH2:19][CH2:20][CH3:21].[O:45]1[CH2:46][CH2:47][CH2:48][CH2:49]1>>[CH2:1]([c:2]1[cH:3][cH:4][cH:5][cH:6][cH:7]1)[N:8]([CH:9]([c:10]1[cH:11][cH:12][cH:13][cH:14][cH:15]1)[CH3:16])[CH:39]([c:35]1[cH:34][c:33]2[c:38]([cH:37][cH:36]1)[N:29]([C:22](=[O:23])[O:24][C:25]([CH3:26])([CH3:27])[CH3:28])[CH2:30][CH2:31][CH2:32]2)[CH2:40][C:41](=[O:42])[O:43][CH3:44]. Starting materials: CCCCCC, Cc1c(C)c(N2CCN(Cc3ccccc3)CC2)c(C)c2c1OC(C)(C)C2(O)c1ccc(F)nc1. The product is Cc1c(C)c(N2CCN(Cc3ccccc3)CC2)c(C)c2c1OC(C)(C)C2c1ccc(F)nc1. RXN SMILES: [CH3:36][CH2:37][CH2:38][CH2:39][CH2:40][CH3:41].[F:1][c:2]1[cH:3][cH:4][c:5]([C:8]2([OH:35])[C:9]([CH3:33])([CH3:34])[O:10][c:11]3[c:12]2[c:13]([CH3:32])[c:14]([N:19]2[CH2:20][CH2:21][N:22]([CH2:25][c:26]4[cH:27][cH:28][cH:29][cH:30][cH:31]4)[CH2:23][CH2:24]2)[c:15]([CH3:18])[c:16]3[CH3:17])[cH:6][n:7]1>>[F:1][c:2]1[cH:3][cH:4][c:5]([CH:8]2[C:9]([CH3:33])([CH3:34])[O:10][c:11]3[c:12]2[c:13]([CH3:32])[c:14]([N:19]2[CH2:20][CH2:21][N:22]([CH2:25][c:26]4[cH:27][cH:28][cH:29][cH:30][cH:31]4)[CH2:23][CH2:24]2)[c:15]([CH3:18])[c:16]3[CH3:17])[cH:6][n:7]1. The reactants are CN(Cc1ccc(Cl)c(CO)c1)C(=O)OC(C)(C)C, CC#N, O=[Mn]=O. Yields the product CN(Cc1ccc(Cl)c(C=O)c1)C(=O)OC(C)(C)C. As a reaction SMILES: [C:1]([CH3:2])([CH3:3])([CH3:4])[O:5][C:6]([N:7]([CH3:8])[CH2:9][c:10]1[cH:11][c:12]([CH2:17][OH:18])[c:13]([Cl:16])[cH:14][cH:15]1)=[O:19].[CH3:20][C:21]#[N:22].[O:23]=[Mn:24]=[O:25]>>[C:1]([CH3:2])([CH3:3])([CH3:4])[O:5][C:6]([N:7]([CH3:8])[CH2:9][c:10]1[cH:11][c:12]([CH:17]=[O:18])[c:13]([Cl:16])[cH:14][cH:15]1)=[O:19]. Starting materials: COC1=C(C=CC=C1)C=1N=C2C(=NC1)N(C=C2C2=C(C=CC=C2)OC)S(=O)(=O)C2=CC=C(C=C2)C (2,7-Bis-(2-methoxy-phenyl)-5-(toluene-4-sulfonyl)-5H-pyrrolo[2,3-b]pyrazine), [OH-].[Na+] (NaOH). Solvent: CO (MeOH), O (water). Reaction conditions: time 3.5 hour. The product is COC1=C(C=CC=C1)C=1N=C2C(=NC1)NC=C2C2=C(C=CC=C2)OC (2,7-Bis-(2-methoxy-phenyl)-5H-pyrrolo[2,3-b]pyrazine). Yield: 31.5%. RXN SMILES: [CH3:1][O:2][C:3]1[CH:8]=[CH:7][CH:6]=[CH:5][C:4]=1[C:9]1[N:10]=[C:11]2[C:17]([C:18]3[CH:23]=[CH:22][CH:21]=[CH:20][C:19]=3[O:24][CH3:25])=[CH:16][N:15](S(C3C=CC(C)=CC=3)(=O)=O)[C:12]2=[N:13][CH:14]=1.[OH-].[Na+]>CO.O>[CH3:1][O:2][C:3]1[CH:8]=[CH:7][CH:6]=[CH:5][C:4]=1[C:9]1[N:10]=[C:11]2[C:17]([C:18]3[CH:23]=[CH:22][CH:21]=[CH:20][C:19]=3[O:24][CH3:25])=[CH:16][NH:15][C:12]2=[N:13][CH:14]=1 |f:1.2|. Reported procedure: To a solution of 2,7-Bis-(2-methoxy-phenyl)-5-(toluene-4-sulfonyl)-5H-pyrrolo[2,3-b]pyrazine (200 mg, 0.412 mmol) in MeOH (5 mL) was added a solution of NaOH (66 mg, 1.65 mmol) in water (200 μL). The mixture was stirred at room temperature for 3.5 hours before the solvents were removed. The resulting yellow residue was then purified by flash silica gel chromatography using a gradient of ethyl acetate in hexanes to afford 2,7-Bis-(2-methoxy-phenyl)-5H-pyrrolo[2,3-b]pyrazine (43 mg, 32% yield) as ... The reactants are C=CCNc1ccc(CC(=O)O)cc1, CN(C)P(=O)(N(C)C)N(C)C, OCC(O)CI, [Na+], [OH-], O. Yields the product C=CCNc1ccc(CC(=O)OCC(O)CO)cc1. Reaction SMILES: [CH2:1]([CH:2]=[CH2:3])[NH:4][c:5]1[cH:6][cH:7][c:8]([CH2:11][C:12](=[O:13])[OH:14])[cH:9][cH:10]1.[CH3:23][N:24]([P:25]([N:26]([CH3:27])[CH3:28])([N:29]([CH3:30])[CH3:31])=[O:32])[CH3:33].[I:17][CH2:18][CH:19]([CH2:20][OH:21])[OH:22].[Na+:16].[OH-:15].[OH2:34]>>[CH2:1]([CH:2]=[CH2:3])[NH:4][c:5]1[cH:6][cH:7][c:8]([CH2:11][C:12](=[O:13])[O:14][CH2:18][CH:19]([CH2:20][OH:21])[OH:22])[cH:9][cH:10]1.